Dataset: the Open Reaction Database (ORD), a public repository of structured organic reaction records. Task: describe an organic reaction: reactants, conditions, products, and yield Reactants: CC(=C)C#C (2-methylbut-1-en-3-yne), [Li]CCCC (nBuLi), CC(C=C)=O (but-3-en-2-one). The product is CC(C=C)(C#CC(=C)C)O (3,6-Dimethylhepta-1,6-dien-4-yn-3-ol). RXN SMILES: [CH3:1][C:2]([C:4]#[CH:5])=[CH2:3].[Li]CCCC.[CH3:11][C:12](=[O:15])[CH:13]=[CH2:14]>>[CH3:11][C:12]([OH:15])([C:5]#[C:4][C:2]([CH3:3])=[CH2:1])[CH:13]=[CH2:14]. Procedure details: The title compound was prepared according to the general method above by using 2-methylbut-1-en-3-yne (1.725 g, 26.09 mmol), nBuLi (18.0 mL, 28.8 mmol) and but-3-en-2-one (2.194 g, 31.30 mmol). Crude product was purified by flash chromatography (2.229 g, 16.37 mmol, 62.7%): Rf 0.28 (hexanes/Et2O, 4:1); 1H NMR (300 MHz, CDCl3) δ 6.00 (dd, J=17.1, 10.2 Hz, 1H, H-2), 5.49 (dd, J=17.1, 0.7 Hz, 1H, H-1trans), 5.25-5.32 (m, 1H, H-7), 5.18-5.25 (m, 1H, H-7), 5.11 (dd, J=10.2, 0.7 Hz, 1H, H-1 cis), 2.24... Starting materials: C(C1=CC=CC=C1)(C1=CC=CC=C1)=N (Benzophenone imine), BrC=1C=C2C=CN=CC2=CC1 (6-bromoisoquinoline), C([O-])([O-])=O.[Cs+].[Cs+] (cesium carbonate). The reagents and catalysts are C(C)(=O)[O-].[Pd+2].C(C)(=O)[O-] (palladium acetate), C=1C=CC(=CC1)P(C=2C=CC=CC2)C3=CC=C4C=CC=CC4=C3C5=C6C=CC=CC6=CC=C5P(C=7C=CC=CC7)C=8C=CC=CC8 (BINAP). Run in C1CCOC1 (THF). Reaction conditions: time 1 hour. The product is NC=1C=C2C=CN=CC2=CC1 (6-Aminoisoquinoline). Yield: 104.0%. Reaction SMILES: C(=[NH:14])(C1C=CC=CC=1)C1C=CC=CC=1.Br[C:16]1[CH:17]=[C:18]2[C:23](=[CH:24][CH:25]=1)[CH:22]=[N:21][CH:20]=[CH:19]2.C(=O)([O-])[O-].[Cs+].[Cs+]>C1COCC1.C([O-])(=O)C.[Pd+2].C([O-])(=O)C.C1C=CC(P(C2C(C3C(P(C4C=CC=CC=4)C4C=CC=CC=4)=CC=C4C=3C=CC=C4)=C3C(C=CC=C3)=CC=2)C2C=CC=CC=2)=CC=1>[NH2:14][C:16]1[CH:17]=[C:18]2[C:23](=[CH:24][CH:25]=1)[CH:22]=[N:21][CH:20]=[CH:19]2 |f:2.3.4,6.7.8|. Procedure details: Benzophenone imine (445 μL, 2.64 mmol) was added to a mixture of 6-bromoisoquinoline (500 mg, 2.4 mmol), BINAP (60 mg, 0.1 mmol), palladium acetate (12 mg, 0.05 mmol) and cesium carbonate (1.0 g, 3.07 mmol) in THF (10 ml) at room temperature. The mixture was degassed (N2×3) then heated at reflux under a nitrogen atmosphere for 16 hours. The reaction was then cooled to room temperature, partitioned between ethyl acetate (20 ml) and water (20 ml) and the aqueous phase extracted with ethyl acetate ... Starting materials: SC1=NSC(=N1)S (3,5-dimer-capto-1,2,4-thiadiazole), [OH-].[Na+] (NaOH), ClC1=CC=C(C=C1)[N+](=O)[O-] (1-chloro-4-nitrobenzene). The solvent is O (water), CN(C)C=O (DMF). Reaction conditions: temperature 100 celsius. The product is [N+](=O)([O-])C1=CC=C(C=C1)SC1=NSC(=N1)SC1=CC=C(C=C1)[N+](=O)[O-] (3,5-bis-(4-nitrophenylthio)-1,2,4-thiadiazole). Isolated yield 91.7%. Reaction SMILES: [OH-:1].[Na+].[SH:3][C:4]1[N:8]=[C:7]([SH:9])[S:6][N:5]=1.Cl[C:11]1[CH:16]=[CH:15][C:14]([N+:17]([O-:19])=[O:18])=[CH:13][CH:12]=1>O.CN(C=O)C>[N+:17]([C:14]1[CH:15]=[CH:16][C:11]([S:3][C:4]2[N:8]=[C:7]([S:9][C:11]3[CH:16]=[CH:15][C:14]([N+:17]([O-:18])=[O:1])=[CH:13][CH:12]=3)[S:6][N:5]=2)=[CH:12][CH:13]=1)([O-:19])=[O:18] |f:0.1|. Procedure: 3 g of NaOH were dissolved in 5 ml of water in a 250 ml three-necked flask, 3.8 g (25 mmol) of 3,5-dimer-capto-1,2,4-thiadiazole (preparation analogous to U.S. No. 3,899,502 or Z. Anorgan. Allgem. Chemie volume 486 (1982), pages 111-115) were added and the mixture was heated to 100° C. 79 g (50 mmol) of 1-chloro-4-nitrobenzene, dissolved in 75 ml of DMF, were metered into the clear solution. After the mixture had been boiled under reflux for 4 hours, it was evaporated and the residue was taken u... The reactants are C(C)(=O)O (acetic acid), product, C(#N)CC(=O)N (2-cyanoacetamide), C(C)(=O)O.N1CCCCC1 (piperidine acetate). Product: C(C)(C)C1=CC=C(C(N1)=O)C#N (6-Isopropyl-2-oxo1,2-dihydro-pyridine-3-carbonitrile). As a reaction SMILES: [C:1]([CH2:3][C:4]([NH2:6])=[O:5])#[N:2].[C:7](O)(=O)C.N1[CH2:16][CH2:15][CH2:14][CH2:13][CH2:12]1.C(O)(=O)C>O>[CH:13]([C:14]1[NH:6][C:4](=[O:5])[C:3]([C:1]#[N:2])=[CH:16][CH:15]=1)([CH3:7])[CH3:12] |f:1.2|. Solvent: O (water). The yield is 68.0%. Procedure details: To a solution of the product of Example 8A (5.35 g, 0.0393 mol) and 2-cyanoacetamide (3.47 g, 0.0413 mol) in water (35 mL) was stirred at room temperature for 10 minutes. To this mixture was added 2.5 mL of a stock piperidine acetate solution (prepared from 9.8 mL of piperidine, 6 mL of acetic acid and 10 mL of water), and the solution was heated under reflux for 2 hours. The mixture was then cooled to room temperature and taken to pH 4 by the addition of glacial acetic acid. The resulting light... Reactants: C(=O)(OC(C)(C)C)N1N=C(C=2C1=NC(=CC2)F)CBr (1-Boc-3-(bromomethyl)-6-fluoro-1H-pyrazolo[3,4-b]pyridine). The solvent is C(=O)(C(F)(F)F)O (TFA). Product: BrCC1=NNC2=NC(=CC=C21)F (3-(bromomethyl)-6-fluoro-1H-pyrazolo[3,4-b]pyridine). Yield: 100.2%. Reaction SMILES: C([N:8]1[C:12]2=[N:13][C:14]([F:17])=[CH:15][CH:16]=[C:11]2[C:10]([CH2:18][Br:19])=[N:9]1)(OC(C)(C)C)=O>C(O)(C(F)(F)F)=O>[Br:19][CH2:18][C:10]1[C:11]2[C:12](=[N:13][C:14]([F:17])=[CH:15][CH:16]=2)[NH:8][N:9]=1. Procedure details: A solution of 1-Boc-3-(bromomethyl)-6-fluoro-1H-pyrazolo[3,4-b]pyridine (2-1; 195 mg; 0.59 mmol) was stirred in TFA (1 mL) for approximately 30 minutes. The reaction was concentrated in vacuo to give 136 mg (99%) of the desired product as a yellow solid after pumping. The crude product was used as is in the next step. Reactants: C(#N)C1=CC(=C(C(=O)O)C=C1)C (4-Cyano-2-methylbenzoic acid), N1CCCCC2=C1C=CC=C2 (2,3,4,5-tetrahydro-1H-1-benzazepine). Yields the product C(#N)C1=CC(=C(C(=O)N2CCCCC3=C2C=CC=C3)C=C1)C (1-(4-Cyano-2-methylbenzoyl)-2,3,4,5-tetrahydro-1H-1-benzazepine). Reaction SMILES: [C:1]([C:3]1[CH:11]=[CH:10][C:6]([C:7]([OH:9])=O)=[C:5]([CH3:12])[CH:4]=1)#[N:2].[NH:13]1[C:19]2[CH:20]=[CH:21][CH:22]=[CH:23][C:18]=2[CH2:17][CH2:16][CH2:15][CH2:14]1>>[C:1]([C:3]1[CH:11]=[CH:10][C:6]([C:7]([N:13]2[C:19]3[CH:20]=[CH:21][CH:22]=[CH:23][C:18]=3[CH2:17][CH2:16][CH2:15][CH2:14]2)=[O:9])=[C:5]([CH3:12])[CH:4]=1)#[N:2]. Reported procedure: The carboxylic acid from Example D (0.96 g, 5.95 mmol) was reacted with 2,3,4,5-tetrahydro-1H-1-benzazepine (0.80 g, 5.44 mmol) according to the procedure in Example 1A. The product was purified by flash chromatography on silica (eluant EtOAc:pet. ether 30:70); yield 0.59 g (38%). Reactants: CCO, Cn1cnc2ccc([N+](=O)[O-])cc21. Yields the product Cn1cnc2ccc(N)cc21. Reaction SMILES: [CH3:14][CH2:15][OH:16].[CH3:1][n:2]1[cH:3][n:4][c:5]2[c:6]1[cH:7][c:8]([N+:11]([O-:12])=[O:13])[cH:9][cH:10]2>>[CH3:1][n:2]1[cH:3][n:4][c:5]2[c:6]1[cH:7][c:8]([NH2:11])[cH:9][cH:10]2. The reactants are C(C)C1=CC=C(C=C1)C1=C(N=C(S1)C)C(=O)O (5-(4-ethyl-phenyl)-2-methyl-thiazole-4-carboxylic acid), N1C[C@@H](CCC1)NC(=O)C1=C(N=C2SC=CN21)C ((R)-6-methyl-imidazo[2,1-b]-thiazole-5-carboxylic acid-piperidin-3-ylamide). Product: C(C)C1=CC=C(C=C1)C1=C(N=C(S1)C)C(=O)N1C[C@@H](CCC1)NC(=O)C1=C(N=C2SC=CN21)C ((R)-6-Methyl-imidazo[2,1-b]thiazole-5-carboxylic acid{1-[5-(4-ethyl-phenyl)-2-methyl-thiazole-4-carbonyl]-piperidin-3-yl}-amide). RXN SMILES: [CH2:1]([C:3]1[CH:8]=[CH:7][C:6]([C:9]2[S:13][C:12]([CH3:14])=[N:11][C:10]=2[C:15]([OH:17])=O)=[CH:5][CH:4]=1)[CH3:2].[NH:18]1[CH2:23][CH2:22][CH2:21][C@@H:20]([NH:24][C:25]([C:27]2[N:34]3[C:30]([S:31][CH:32]=[CH:33]3)=[N:29][C:28]=2[CH3:35])=[O:26])[CH2:19]1>>[CH2:1]([C:3]1[CH:4]=[CH:5][C:6]([C:9]2[S:13][C:12]([CH3:14])=[N:11][C:10]=2[C:15]([N:18]2[CH2:23][CH2:22][CH2:21][C@@H:20]([NH:24][C:25]([C:27]3[N:34]4[C:30]([S:31][CH:32]=[CH:33]4)=[N:29][C:28]=3[CH3:35])=[O:26])[CH2:19]2)=[O:17])=[CH:7][CH:8]=1)[CH3:2]. Procedure details: prepared by reaction of 5-(4-ethyl-phenyl)-2-methyl-thiazole-4-carboxylic acid with (R)-6-methyl-imidazo[2,1-b]-thiazole-5-carboxylic acid-piperidin-3-ylamide. The reactants are ClC1=C(C(=CC=C1)OC1=CC=CC=C1)CC#N ((2-chloro-6-phenoxy-phenyl)-acetonitrile), C(C)OC(C(=O)OCC)=O (oxalic acid diethyl ester), C(C)[O-].[Na+] (sodium ethanolate), [Na] (sodium), S(O)(O)(=O)=O (sulfuric acid), Cl (hydrochloric acid). The solvent is O (water), C(C)(=O)O (acetic acid). Conditions: time 18 hour. Product: ClC1=CC=CC=2OC3=C(C(=CC21)C(=O)O)C=CC=C3 (1-chloro-dibenz[b,f]oxepine-10-carboxylic acid). Isolated yield 60.3%. RXN SMILES: [Cl:1][C:2]1[CH:7]=[CH:6][CH:5]=[C:4]([O:8][C:9]2[CH:14]=[CH:13][CH:12]=[CH:11][CH:10]=2)[C:3]=1[CH2:15][C:16]#N.C([O:20][C:21](=[O:27])C(OCC)=O)C.C([O-])C.[Na+].[Na].Cl.S(=O)(=O)(O)O>C(O)(=O)C.O>[Cl:1][C:2]1[C:3]2[CH:15]=[C:16]([C:21]([OH:27])=[O:20])[C:10]3[CH:11]=[CH:12][CH:13]=[CH:14][C:9]=3[O:8][C:4]=2[CH:5]=[CH:6][CH:7]=1 |f:2.3,^1:31|. Procedure: 10.82 g (44.40 mmol) of (2-chloro-6-phenoxy-phenyl)-acetonitrile and 7.85 g (53.72 mmol) of oxalic acid diethyl ester are added at room temperature to a freshly prepared sodium ethanolate solution (1.5 g (53.72 mmol) of sodium in 50 ml of ethanol) and the mixture is stirred for 18 hours. The mixture is rendered acidic with 1N hydrochloric acid, concentrated using a rotary evaporator and extracted 2× with ethyl acetate, and the organic phase is washed with brine, dried over sodium sulfate and con... Starting materials: CO, COc1ccc([N+](=O)[O-])cc1C#N, [Cl-], [Fe], [NH4+]. The product is COc1ccc(N)cc1C#N. As a reaction SMILES: [CH3:16][OH:17].[CH3:1][O:2][c:3]1[c:4]([C:5]#[N:6])[cH:7][c:8]([N+:11]([O-:12])=[O:13])[cH:9][cH:10]1.[Cl-:14].[Fe:18].[NH4+:15]>>[CH3:1][O:2][c:3]1[c:4]([C:5]#[N:6])[cH:7][c:8]([NH2:11])[cH:9][cH:10]1.